Task: describe an organic reaction: reactants, conditions, products, and yield. Dataset: the Open Reaction Database (ORD), a public repository of structured organic reaction records The reactants are COc1ccc2c(c1)CCc1c(cccc1C(=O)O)S2, O=S(Cl)Cl, c1ccccc1. Product: COc1ccc2c(c1)CCc1c(cccc1C(=O)Cl)S2. RXN SMILES: [CH3:1][O:2][c:3]1[cH:4][c:5]2[c:6]([cH:19][cH:20]1)[S:7][c:8]1[c:9]([c:12]([C:16](=[O:17])[OH:18])[cH:13][cH:14][cH:15]1)[CH2:10][CH2:11]2.[S:21]([Cl:22])([Cl:23])=[O:24].[cH:25]1[cH:26][cH:27][cH:28][cH:29][cH:30]1>>[CH3:1][O:2][c:3]1[cH:4][c:5]2[c:6]([cH:19][cH:20]1)[S:7][c:8]1[c:9]([c:12]([C:16](=[O:17])[Cl:23])[cH:13][cH:14][cH:15]1)[CH2:10][CH2:11]2. The reactants are CC(C)(C)N(C([O-])=O)[C@H]1CN(C[C@H]1O)CCC1=CC=NC2=CC=C(N=C12)OC (1,1-dimethylethyl((3S,4R)-4-hydroxy-1-{2-[6-(methyloxy)-1,5-naphthyridin-4-yl]ethyl}-3-pyrrolidinyl)carbamate), Cl (HCl), O1CCOCC1 (dioxane). The solvent is CO (MeOH). Run at time 12 hour. Yields the product N[C@H]1[C@H](CN(C1)CCC1=CC=NC2=CC=C(N=C12)OC)O ((3S,4R)-4-amino-1-{2-[6-(methyloxy)-1,5-naphthyridin-4-yl]ethyl}-3-pyrrolidinol). Isolated yield 99.6%. As a reaction SMILES: CC([N:5]([C@@H:9]1[C@H:13]([OH:14])[CH2:12][N:11]([CH2:15][CH2:16][C:17]2[C:26]3[C:21](=[CH:22][CH:23]=[C:24]([O:27][CH3:28])[N:25]=3)[N:20]=[CH:19][CH:18]=2)[CH2:10]1)C(=O)[O-])(C)C.Cl.O1CCOCC1>CO>[NH2:5][C@@H:9]1[CH2:10][N:11]([CH2:15][CH2:16][C:17]2[C:26]3[C:21](=[CH:22][CH:23]=[C:24]([O:27][CH3:28])[N:25]=3)[N:20]=[CH:19][CH:18]=2)[CH2:12][C@@H:13]1[OH:14]. Procedure details: To a solution of 1,1-dimethylethyl((3S,4R)-4-hydroxy-1-{2-[6-(methyloxy)-1,5-naphthyridin-4-yl]ethyl}-3-pyrrolidinyl)carbamate (327 mg, 0.843 mmol) in MeOH (4 mL) at 25° C. was added dropwise a 4M HCl in dioxane solution (1.5 mL, 5.9 mmol). After 12 h, the solution was concentrated and the residue neutralized with excess MP carbonate resin in DCM to afford the title compound (242 mg, quant.) as a yellow oil: LCMS (ES) m/e 289 (M+H).